This data is from the Open Reaction Database (ORD), a public repository of structured organic reaction records. The task is: describe an organic reaction: reactants, conditions, products, and yield Starting materials: ClC1=CC=C(C=C1)O (4-chlorophenol), ClC1=CC(=C(C(=N1)C(C)C)[N+](=O)[O-])C(C)C (6-chloro-2,4-diisopropyl-3-nitropyridine), C([O-])([O-])=O.[K+].[K+] (potassium carbonate), [Cl-].[Na+] (sodium chloride). Run in CS(=O)C (dimethyl sulfoxide), C1(=CC=CC=C1)C (toluene), O (water), CS(=O)C (dimethyl sulfoxide). Yields the product C(C)(C)C1=NC(=CC(=C1[N+](=O)[O-])C(C)C)OC1=CC=C(C=C1)Cl (2,4-Diisopropyl-6-(4-chlorophenoxy)-3-nitropyridine). As a reaction SMILES: [Cl:1][C:2]1[CH:7]=[CH:6][C:5]([OH:8])=[CH:4][CH:3]=1.C(=O)([O-])[O-].[K+].[K+].Cl[C:16]1[N:21]=[C:20]([CH:22]([CH3:24])[CH3:23])[C:19]([N+:25]([O-:27])=[O:26])=[C:18]([CH:28]([CH3:30])[CH3:29])[CH:17]=1.[Cl-].[Na+]>CS(C)=O.C1(C)C=CC=CC=1.O>[CH:22]([C:20]1[C:19]([N+:25]([O-:27])=[O:26])=[C:18]([CH:28]([CH3:30])[CH3:29])[CH:17]=[C:16]([O:8][C:5]2[CH:6]=[CH:7][C:2]([Cl:1])=[CH:3][CH:4]=2)[N:21]=1)([CH3:24])[CH3:23] |f:1.2.3,5.6|. Reported procedure: 0.77 g of 4-chlorophenol and 1.00 g of potassium carbonate are suspended in 6 ml of dimethyl sulfoxide and the suspension is heated for 1 hour at +60° C.; a solution of 1.46 g of 6-chloro-2,4-diisopropyl-3-nitropyridine in 4 ml of dimethyl sulfoxide is then added dropwise. When the addition is complete, the mixture is heated for 1 hour at +120° C. with vigorous stirring. After cooling, the reaction mixture is poured onto 100 ml of water and 50 ml of toluene and then saturated with sodium chlorid... Reactants: C1=CC=CC=2C(C3=C(CCC21)C=CC=C3)=CCCO (3-(10,11-dihydro-5H-dibenzo[a,d]cyclohepten-5-ylidene)propanol), CS(=O)(=O)Cl (methanesulfonyl chloride), Br.C1(=CC=CC=C1)C1(CCNCC1)C(=O)OCC (Ethyl 4-phenyl-4-piperidine-carboxylate hydrobromide), C([O-])([O-])=O.[K+].[K+] (potassium carbonate). Run in O (Water), C1=CC=CC=C1 (benzene), C(C)N(CC)CC (triethylamine), CC(CC)=O (2-butanone). Run at time 6 hour. The product is C(C)OC(=O)C1(CCN(CC1)CCC=C1C2=C(CCC3=C1C=CC=C3)C=CC=C2)C2=CC=CC=C2 (1-(3-(10,11-dihydro-5H-dibenzo[a,d]cyclohepten-5-ylidene)-1-propyl)-4-phenyl-4-piperidinecarboxylic acid ethyl ester). The yield is 81.3%. As a reaction SMILES: [CH:1]1[C:11]2[CH2:10][CH2:9][C:8]3[CH:12]=[CH:13][CH:14]=[CH:15][C:7]=3[C:6](=[CH:16][CH2:17][CH2:18]O)[C:5]=2[CH:4]=[CH:3][CH:2]=1.CS(Cl)(=O)=O.Br.[C:26]1([C:32]2([C:38]([O:40][CH2:41][CH3:42])=[O:39])[CH2:37][CH2:36][NH:35][CH2:34][CH2:33]2)[CH:31]=[CH:30][CH:29]=[CH:28][CH:27]=1.C(=O)([O-])[O-].[K+].[K+]>C1C=CC=CC=1.C(N(CC)CC)C.CC(=O)CC.O>[CH2:41]([O:40][C:38]([C:32]1([C:26]2[CH:27]=[CH:28][CH:29]=[CH:30][CH:31]=2)[CH2:33][CH2:34][N:35]([CH2:18][CH2:17][CH:16]=[C:6]2[C:5]3[CH:4]=[CH:3][CH:2]=[CH:1][C:11]=3[CH2:10][CH2:9][C:8]3[CH:12]=[CH:13][CH:14]=[CH:15][C:7]2=3)[CH2:36][CH2:37]1)=[O:39])[CH3:42] |f:2.3,4.5.6|. Reported procedure: To a solution of 3-(10,11-dihydro-5H-dibenzo[a,d]cyclohepten-5-ylidene)propanol (3.5 g, 14 mmol) in benzene (50 ml), triethylamine (4 ml) and methanesulfonyl chloride (2.0 g, 17.4 mmol) were added and the reaction mixture was stirred at room temperature for 6 h. Water was added and the phases were separated. The organic phase was dried (MgSO4) and solvent was evaporated in vacuo to give a residue which was dissolved in 2-butanone (50 ml). Ethyl 4-phenyl-4-piperidine-carboxylate hydrobromide (4.4...